This data is from the Open Reaction Database (ORD), a public repository of structured organic reaction records. The task is: describe an organic reaction: reactants, conditions, products, and yield Reactants: C1(=CC=C(C=C1)S(=O)(=O)Cl)C (p-toluenesulfonyl chloride), [OH-].[NH4+] (ammonium hydroxide), C(C)(C)NC(OC=1C=CC=2C3=C(C=NC2C1)N=C(N3CCC)CCOC)=O (2-(2-Methoxyethyl)-1-propyl-1H-imidazo[4,5-c]quinolin-7-yl isopropylcarbamate), ClC=1C=C(C(=O)OO)C=CC1 (3-Chloroperoxybenzoic acid). Solvent: C(Cl)(Cl)Cl (chloroform). Conditions: time 1.5 hour. Yields the product C(C)(C)NC(OC=1C=CC=2C3=C(C(=NC2C1)N)N=C(N3CCC)CCOC)=O (4-amino-2-(2-methoxyethyl)-1-propyl-1H-imidazo[4,5-c]quinolin-7-yl isopropylcarbamate). Reaction SMILES: [CH:1]([NH:4][C:5](=[O:27])[O:6][C:7]1[CH:8]=[CH:9][C:10]2[C:11]3[N:19]([CH2:20][CH2:21][CH3:22])[C:18]([CH2:23][CH2:24][O:25][CH3:26])=[N:17][C:12]=3[CH:13]=[N:14][C:15]=2[CH:16]=1)([CH3:3])[CH3:2].ClC1C=C(C=CC=1)C(OO)=O.C1(C)C=CC(S(Cl)(=O)=O)=CC=1.[OH-].[NH4+:51]>C(Cl)(Cl)Cl>[CH:1]([NH:4][C:5](=[O:27])[O:6][C:7]1[CH:8]=[CH:9][C:10]2[C:11]3[N:19]([CH2:20][CH2:21][CH3:22])[C:18]([CH2:23][CH2:24][O:25][CH3:26])=[N:17][C:12]=3[C:13]([NH2:51])=[N:14][C:15]=2[CH:16]=1)([CH3:3])[CH3:2] |f:3.4|. Procedure: 2-(2-Methoxyethyl)-1-propyl-1H-imidazo[4,5-c]quinolin-7-yl isopropylcarbamate (1.89 g, 5.10 mmol) was dissolved in chloroform (41 mL). 3-Chloroperoxybenzoic acid (60% pure, 1.60 g, 5.56 mmol) was added in one portion. After 30 minutes the golden solution was diluted with ammonium hydroxide (41 mL), and p-toluenesulfonyl chloride (0.927 g, 4.86 mmol) was added. The reaction was stirred for 1.5 hours. The layers were separated and the aqueous fraction was extracted with dichloromethane. The organi... The product is NCC=1C=C(CN2CCN(CC2)C(=O)OC(C)(C)C)C=CC1Cl (tert-butyl 4-(3-(aminomethyl)-4-chlorobenzyl)piperazine-1-carboxylate). Procedure details: To a 250 mL round-bottom flask fitted with a reflux condenser, rubber septum and stir bar under a positive pressure of N2 was added 10.3 mL of 1M BH3.THF complex in THF. This mixture was cooled in an ice bath. The tert-butyl 4-(4-chloro-3-cyanobenzoyl)piperazine-1-carboxylate (1.44 g, 4.12 mmol) was dissolved in 20 mL of THF and added dropwise to the reaction mixture via syringe. The ice bath was removed, replaced with a heating mantle and the reaction mixture was heated at reflux for 20 h. The ... Run in C1CCOC1 (THF), C1CCOC1 (THF). The yield is 71.4%. Reaction SMILES: N#N.[Cl:3][C:4]1[CH:24]=[CH:23][C:7]([C:8]([N:10]2[CH2:15][CH2:14][N:13]([C:16]([O:18][C:19]([CH3:22])([CH3:21])[CH3:20])=[O:17])[CH2:12][CH2:11]2)=O)=[CH:6][C:5]=1[C:25]#[N:26]>C1COCC1>[NH2:26][CH2:25][C:5]1[CH:6]=[C:7]([CH:23]=[CH:24][C:4]=1[Cl:3])[CH2:8][N:10]1[CH2:15][CH2:14][N:13]([C:16]([O:18][C:19]([CH3:21])([CH3:22])[CH3:20])=[O:17])[CH2:12][CH2:11]1. Conditions: time 20 hour. Reactants: N#N (N2), ClC1=C(C=C(C(=O)N2CCN(CC2)C(=O)OC(C)(C)C)C=C1)C#N (tert-butyl 4-(4-chloro-3-cyanobenzoyl)piperazine-1-carboxylate). Reactants: CCN(CC)CCCBr, Br, O=C([O-])[O-], CN(C)C=O, ClC(Cl)Cl, [K+], [K+], Nc1n[nH]c2cccc(Cl)c12, O. Product: CCN(CC)CCCNc1n[nH]c2cccc(Cl)c12. RXN SMILES: [Br:13][CH2:14][CH2:15][CH2:16][N:17]([CH2:18][CH3:19])[CH2:20][CH3:21].[BrH:12].[C:22](=[O:23])([O-:24])[O-:25].[CH3:28][N:29]([CH3:30])[CH:31]=[O:32].[CH:34]([Cl:35])([Cl:36])[Cl:37].[K+:26].[K+:27].[NH2:1][c:2]1[n:3][nH:4][c:5]2[cH:6][cH:7][cH:8][c:9]([Cl:11])[c:10]12.[OH2:33]>>[NH:1]([c:2]1[n:3][nH:4][c:5]2[cH:6][cH:7][cH:8][c:9]([Cl:11])[c:10]12)[CH2:14][CH2:15][CH2:16][N:17]([CH2:18][CH3:19])[CH2:20][CH3:21].